From a dataset of the Open Reaction Database (ORD), a public repository of structured organic reaction records. describe an organic reaction: reactants, conditions, products, and yield Starting materials: CC(C)(C)N, [BH3-]C#N, C1CCOC1, CC(=O)O, CO, COc1cc2c(cc1OC(C)C)-c1c(-c3cccs3)c(C=O)c(C(=O)O)n1CC2, [Na+]. Product: COc1cc2c(cc1OC(C)C)-c1c(-c3cccs3)c(CNC(C)(C)C)c(C(=O)O)n1CC2. As a reaction SMILES: [C:30]([CH3:31])([CH3:32])([CH3:33])[NH2:34].[C:35]([BH3-:36])#[N:37].[CH2:45]1[O:46][CH2:47][CH2:48][CH2:49]1.[CH3:39][C:40](=[O:41])[OH:42].[CH3:43][OH:44].[CH:1](=[O:2])[c:3]1[c:4](-[c:25]2[s:26][cH:27][cH:28][cH:29]2)[c:5]2[n:6]([c:21]1[C:22](=[O:23])[OH:24])[CH2:7][CH2:8][c:9]1[cH:10][c:11]([O:19][CH3:20])[c:12]([O:15][CH:16]([CH3:17])[CH3:18])[cH:13][c:14]1-2.[Na+:38]>>[CH2:1]([c:3]1[c:4](-[c:25]2[s:26][cH:27][cH:28][cH:29]2)[c:5]2[n:6]([c:21]1[C:22](=[O:23])[OH:24])[CH2:7][CH2:8][c:9]1[cH:10][c:11]([O:19][CH3:20])[c:12]([O:15][CH:16]([CH3:17])[CH3:18])[cH:13][c:14]1-2)[NH:34][C:30]([CH3:31])([CH3:32])[CH3:33]. Starting materials: OC1=CC(=CC2=C1C(CC1(CCCCC1)O2)=O)O (5,7-dihydroxyspiro[2H-1-benzopyran-2,1'-cyclohexan]-4(3H)-one), BrC(C(=O)OCC)C (ethyl 2-bromopropionate), C([O-])([O-])=O.[K+].[K+] (potassium carbonate). Solvent: C(C)#N (acetonitrile). Reaction conditions: time 22 hour. Yields the product OC1=C(C=CC2=C1C(CC1(CCCCC1)O2)=O)OC(C(=O)OCC)C (Ethyl 2-{(5-hydroxy-3,4-dihydro-4-oxospiro[2H-1-benzopyran-2,1'-cyclohexan]-6-yl) oxy}propionate). Yield: 81.5%. RXN SMILES: [OH:1][C:2]1[C:7]2[C:8](=[O:17])[CH2:9][C:10]3([O:16][C:6]=2[CH:5]=[C:4](O)[CH:3]=1)[CH2:15][CH2:14][CH2:13][CH2:12][CH2:11]3.Br[CH:20]([CH3:26])[C:21]([O:23][CH2:24][CH3:25])=[O:22].C(=O)([O-])[O-:28].[K+].[K+]>C(#N)C>[OH:1][C:2]1[C:7]2[C:8](=[O:17])[CH2:9][C:10]3([O:16][C:6]=2[CH:5]=[CH:4][C:3]=1[O:28][CH:20]([CH3:26])[C:21]([O:23][CH2:24][CH3:25])=[O:22])[CH2:15][CH2:14][CH2:13][CH2:12][CH2:11]3 |f:2.3.4|. Procedure details: A mixture of 5,7-dihydroxyspiro[2H-1-benzopyran-2,1'-cyclohexan]-4(3H)-one (prepared in Preparation 19) (0.248 g, 1.0 mmol), ethyl 2-bromopropionate (0.199 g, 1.1 mmol), anhydrous potassium carbonate (0.207 g, 1.5 mmol), and acetonitrile (3 ml) is stirred at room temperature for 22 hours, and the reaction mixture is concentrated. To the residue is added saturated brine and the mixture is extracted with dichloromethane. The organic layer is separated, dried, and concentrated. Purification by a si... Reactants: CC=1C=CC(=C(C1)NC(C1=CC=CC=C1)=O)/N=C/C1=CC(=C(C(=C1)OC)OC)OC ((E)-N-(5-methyl-2-(3,4,5-trimethoxybenzylideneamino)phenyl)benzamide), [BH4-].[Na+] (Sodium borohydride). Run in CO (methanol). Yields the product CC=1C=CC(=C(C1)NC(C1=CC=CC=C1)=O)NCC1=CC(=C(C(=C1)OC)OC)OC (N-(5-methyl-2-(3,4,5-trimethoxybenzylamino)phenyl)benzamide). As a reaction SMILES: [CH3:1][C:2]1[CH:3]=[CH:4][C:5](/[N:17]=[CH:18]/[C:19]2[CH:24]=[C:23]([O:25][CH3:26])[C:22]([O:27][CH3:28])=[C:21]([O:29][CH3:30])[CH:20]=2)=[C:6]([NH:8][C:9](=[O:16])[C:10]2[CH:15]=[CH:14][CH:13]=[CH:12][CH:11]=2)[CH:7]=1.[BH4-].[Na+]>CO>[CH3:1][C:2]1[CH:3]=[CH:4][C:5]([NH:17][CH2:18][C:19]2[CH:24]=[C:23]([O:25][CH3:26])[C:22]([O:27][CH3:28])=[C:21]([O:29][CH3:30])[CH:20]=2)=[C:6]([NH:8][C:9](=[O:16])[C:10]2[CH:11]=[CH:12][CH:13]=[CH:14][CH:15]=2)[CH:7]=1 |f:1.2|. Procedure: A suspension of compound (E)-N-(5-methyl-2-(3,4,5-trimethoxybenzylideneamino)phenyl)benzamide (3 mmol) in methanol was cooled with an ice bath. Sodium borohydride was added until the color turned white. Excess sodium borohydride was quenched by the addition of distilled water. The resulting mixture was extracted with ethyl acetate (50 mL×3). The combined organics were washed with brine, dried over anhydrous MgSO4, and concentrated in vacuum to obtain N-(5-methyl-2-(3,4,5-trimethoxybenzylamino)ph...